Dataset: the Open Reaction Database (ORD), a public repository of structured organic reaction records. Task: describe an organic reaction: reactants, conditions, products, and yield Starting materials: CC1CCCN1, CC#N, O=C(Cc1coc(-c2ccc(OCCCCl)cc2)n1)N1CCCC1, ClCCl, [I-], [Na+]. The product is CC1CCCN1CCCOc1ccc(-c2nc(CC(=O)N3CCCC3)co2)cc1. RXN SMILES: [CH3:27][CH:28]1[NH:29][CH2:30][CH2:31][CH2:32]1.[CH3:36][C:37]#[N:38].[Cl:1][CH2:2][CH2:3][CH2:4][O:5][c:6]1[cH:7][cH:8][c:9](-[c:12]2[o:13][cH:14][c:15]([CH2:17][C:18]([N:19]3[CH2:20][CH2:21][CH2:22][CH2:23]3)=[O:24])[n:16]2)[cH:10][cH:11]1.[Cl:33][CH2:34][Cl:35].[I-:26].[Na+:25]>>[CH2:2]([CH2:3][CH2:4][O:5][c:6]1[cH:7][cH:8][c:9](-[c:12]2[o:13][cH:14][c:15]([CH2:17][C:18]([N:19]3[CH2:20][CH2:21][CH2:22][CH2:23]3)=[O:24])[n:16]2)[cH:10][cH:11]1)[N:29]1[CH:28]([CH3:27])[CH2:32][CH2:31][CH2:30]1.